This data is from the Open Reaction Database (ORD), a public repository of structured organic reaction records. The task is: describe an organic reaction: reactants, conditions, products, and yield The reactants are C(C1=CC=CC=C1)OC(=O)NC1CSC2=C(NC1=O)C=CC=C2 (3-benzyloxycarbonylamino-2,3-dihydro-1,5-benzothiazepin-4(5H)-one). Reagents/catalysts: [C].[Pd] (palladium-carbon). The solvent is CO (methanol). Yields the product NC1CSC2=C(NC1=O)C=CC=C2 (3-amino-2,3-dihydro-1,5-benzothiazepin-4(5H)-one). RXN SMILES: C(OC([NH:11][CH:12]1[C:18](=[O:19])[NH:17][C:16]2[CH:20]=[CH:21][CH:22]=[CH:23][C:15]=2[S:14][CH2:13]1)=O)C1C=CC=CC=1>CO.[C].[Pd]>[NH2:11][CH:12]1[C:18](=[O:19])[NH:17][C:16]2[CH:20]=[CH:21][CH:22]=[CH:23][C:15]=2[S:14][CH2:13]1 |f:2.3|. Procedure details: 1.0 g of 3-benzyloxycarbonylamino-2,3-dihydro-1,5-benzothiazepin-4(5H)-one was dissolved in 20 ml of methanol and then hydrogenated at atmospheric pressure in the presence of 50 mg of 5% palladium-carbon. Thus, there was obtained the desired compound, or 3-amino-2,3-dihydro-1,5-benzothiazepin-4(5H)-one. Reactants: O (water), COC1=CC=C(C=C1)/C=C(/C(=C/C2=CC=C(C=C2)O)/[N+]#[C-])\[N+]#[C-] (xanthocillin X monomethyl ether), C(C1=CC=CC=C1)Br (benzyl bromide), C([O-])([O-])=O.[K+].[K+] (potassium carbonate). Run in CN(C)C=O (DMF). Reaction conditions: time 20 hour. The product is C(C1=CC=CC=C1)OC1=CC=C(C=C1)C=C(C(=CC1=CC=C(C=C1)OC)[N+]#[C-])[N+]#[C-] (1-(4'-benzyloxyphenyl)-4-(4'-methoxyphenyl)-2,3-diisocyano-1,3-butadiene). Reaction SMILES: [CH3:1][O:2][C:3]1[CH:8]=[CH:7][C:6](/[CH:9]=[C:10](\[N+:22]#[C-:23])/[C:11](/[N+:20]#[C-:21])=[CH:12]/[C:13]2[CH:18]=[CH:17][C:16]([OH:19])=[CH:15][CH:14]=2)=[CH:5][CH:4]=1.C(=O)([O-])[O-].[K+].[K+].[CH2:30](Br)[C:31]1[CH:36]=[CH:35][CH:34]=[CH:33][CH:32]=1.O>CN(C=O)C>[CH2:30]([O:19][C:16]1[CH:17]=[CH:18][C:13]([CH:12]=[C:11]([N+:20]#[C-:21])[C:10]([N+:22]#[C-:23])=[CH:9][C:6]2[CH:5]=[CH:4][C:3]([O:2][CH3:1])=[CH:8][CH:7]=2)=[CH:14][CH:15]=1)[C:31]1[CH:36]=[CH:35][CH:34]=[CH:33][CH:32]=1 |f:1.2.3|. Procedure details: 16 mg of xanthocillin X monomethyl ether was dissolved in 3 ml of DMF and 48 mg of potassium carbonate was added thereto. Further, 48 μl of benzyl bromide was added thereto and the mixture thus formed was stirred at room temperature for 20 hours. Then the reaction mixture was poured into 50 ml of water and extracted with 30 ml portions of ethyl acetate thrice. The extracts were combined, successively washed with water and a saturated aqueous solution of sodium chloride and dried over sodium sulf...